Task: describe an organic reaction: reactants, conditions, products, and yield. Dataset: the Open Reaction Database (ORD), a public repository of structured organic reaction records Reactants: O=C([O-])[O-], CS(=O)(=O)Cl, COc1cc(Cl)ccc1NCc1cccnc1, ClCCl, [K+], [K+]. The product is COc1cc(Cl)ccc1N(Cc1cccnc1)S(C)(=O)=O. RXN SMILES: [C:18](=[O:19])([O-:20])[O-:21].[CH3:24][S:25]([Cl:26])(=[O:27])=[O:28].[Cl:1][c:2]1[cH:3][c:4]([O:16][CH3:17])[c:5]([NH:8][CH2:9][c:10]2[cH:11][n:12][cH:13][cH:14][cH:15]2)[cH:6][cH:7]1.[Cl:29][CH2:30][Cl:31].[K+:22].[K+:23]>>[Cl:1][c:2]1[cH:3][c:4]([O:16][CH3:17])[c:5]([N:8]([CH2:9][c:10]2[cH:11][n:12][cH:13][cH:14][cH:15]2)[S:25]([CH3:24])(=[O:27])=[O:28])[cH:6][cH:7]1. Starting materials: CC(=O)C1=CC(=C(C=C1)F)F (3,4-difluoroacetophenone), C(C)(C)OC1=CC=C(C(CBr)=O)C=C1 (p-isopropoxyphenacyl bromide), ClC1=C(C(CBr)=O)C=CC(=C1)Cl (2,4-dichlorophenacyl bromide), FC1=C(C(CBr)=O)C=C(C=C1)F (2,5-difluorophenacyl bromide), C(C)C1=C(C(CBr)=O)C=CC=C1 (o-ethylphenacyl bromide), CC=1C=C(C(CBr)=O)C=CC1C (3,4-dimethylphenacyl bromide), C(C)OC=1C=C(C(CBr)=O)C=CC1OCC (3,4-diethoxyphenacyl bromide), C(C)OC=1C=C(C(CBr)=O)C=CC1 (m-ethoxyphenacyl bromide), C(C(C)C)C=1C=C(C(CBr)=O)C=CC1 (m-isobutylphenacyl bromide), BrBr (bromine), colorless liquid, C(C)(C)C1=CC=C(C(CBr)=O)C=C1 (p-isopropylphenacyl bromide). The solvent is C(C)(=O)O (acetic acid), C(Cl)(Cl)Cl (chloroform). Reaction conditions: time 0.5 hour. The product is FC=1C=C(C(CBr)=O)C=CC1F (3,4-Difluorophenacyl bromide). RXN SMILES: [CH3:1][C:2]([C:4]1[CH:9]=[CH:8][C:7]([F:10])=[C:6]([F:11])[CH:5]=1)=[O:3].BrBr.ClC1C=C(Cl)C=CC=1C(=O)C[Br:19].C(C1C=CC=CC=1C(=O)CBr)C.C(C1C=CC(C(=O)CBr)=CC=1)(C)C.C(C1C=C(C=CC=1)C(=O)CBr)C(C)C.CC1C=C(C=CC=1C)C(=O)CBr.C(OC1C=C(C=CC=1)C(=O)CBr)C.C(OC1C=CC(C(=O)CBr)=CC=1)(C)C.C(OC1C=C(C=CC=1OCC)C(=O)CBr)C.FC1C=CC(F)=CC=1C(=O)CBr>C(Cl)(Cl)Cl.C(O)(=O)C>[F:11][C:6]1[CH:5]=[C:4]([CH:9]=[CH:8][C:7]=1[F:10])[C:2](=[O:3])[CH2:1][Br:19]. Reported procedure: To a solution of 10.1 g. (0.065 mole) of 3,4-difluoroacetophenone in 100 ml. of glacial acetic acid was added 3.4 ml. (0.065 mole) of bromine dropwise. When the addition was complete the solution was stirred for 0.5 hr. and then stripped to dryness under reduced pressure. The residue was dissolved in chloroform and washed with aqueous sodium bicarbonate. Evaporation of the organic phase provided 14.8 g. (97%) of colorless liquid product. Similarly prepared were 2,4-dichlorophenacyl bromide, o-et... Reactants: COC=1C=C(C=CC1)C12CC(NC(C2=CCCC1)=O)=O (4a-(m-methoxyphenyl)-1,3-diketo-1,2,3,4,4a,5,6,7-octahydroisoquinoline), [H][H] (hydrogen). Reagents/catalysts: [Pd] (palladium on carbon). The solvent is C(C)(=O)O (acetic acid). Yields the product COC=1C=C(C=CC1)[C@@]12CC(NC([C@@H]2CCCC1)=O)=O (4a-(M-Methoxyphenyl)-1,3-diketo-trans-decahydroisoquinoline). As a reaction SMILES: [CH3:1][O:2][C:3]1[CH:4]=[C:5]([C:9]23[CH2:18][CH2:17][CH2:16][CH:15]=[C:14]2[C:13](=[O:19])[NH:12][C:11](=[O:20])[CH2:10]3)[CH:6]=[CH:7][CH:8]=1.[H][H]>C(O)(=O)C.[Pd]>[CH3:1][O:2][C:3]1[CH:4]=[C:5]([C@@:9]23[CH2:18][CH2:17][CH2:16][CH2:15][C@H:14]2[C:13](=[O:19])[NH:12][C:11](=[O:20])[CH2:10]3)[CH:6]=[CH:7][CH:8]=1. Procedure: A solution of 4a-(m-methoxyphenyl)-1,3-diketo-1,2,3,4,4a,5,6,7-octahydroisoquinoline (6.0 g) in 250 ml of glacial acetic acid was treated with 1 g of 5% palladium on carbon and the mixture hydrogenated under 40 psi of hydrogen for 24 hours in a Parr shaker. The catalyst was then filtered off and the filtrate evaporated. The residual 4a-(m-methoxyphenyl)-1,3-diketo-trans-decahydroisoquinoline was recrystallized from ethanol, m.p. 189-190. Reactants: ClCC=1C=CC2=C(C=C(C(O2)=O)C(=O)OCC)C1 (ethyl 6-chloromethyl-2-oxo-2H-1-benzopyran-3-carboxylate), C([O-])([O-])=O.[K+].[K+] (potassium carbonate), C1(=CC=CC=C1)S (thiophenol). Solvent: C(C)O (ethanol). Yields the product C1(=CC=CC=C1)SCC=1C=CC2=C(C=C(C(O2)=O)C(=O)OCC)C1 (Ethyl 6-phenylthiomethyl-2-oxo-2H-1-benzopyran-3-carboxylate). RXN SMILES: Cl[CH2:2][C:3]1[CH:4]=[CH:5][C:6]2[O:11][C:10](=[O:12])[C:9]([C:13]([O:15][CH2:16][CH3:17])=[O:14])=[CH:8][C:7]=2[CH:18]=1.C(=O)([O-])[O-].[K+].[K+].[C:25]1([SH:31])[CH:30]=[CH:29][CH:28]=[CH:27][CH:26]=1>C(O)C>[C:25]1([S:31][CH2:2][C:3]2[CH:4]=[CH:5][C:6]3[O:11][C:10](=[O:12])[C:9]([C:13]([O:15][CH2:16][CH3:17])=[O:14])=[CH:8][C:7]=3[CH:18]=2)[CH:30]=[CH:29][CH:28]=[CH:27][CH:26]=1 |f:1.2.3|. Procedure: A mixture of 1 g of ethyl 6-chloromethyl-2-oxo-2H-1-benzopyran-3-carboxylate (3.75 mmol), 0.57 g of potassium carbonate (4.13 mmol), 2.07 g of thiophenol (18.75 mmol) and 10 ml of absolute ethanol is reflux for 3 h. After removal of the solvent by distillation under reduced pressure, the residue is taken up in chloroform. The organic phase is washed with water and then dried over MgSO4. The solvent is removed by distillation under reduced pressure and the residue is washed with hexane to remove ... The reactants are Clc1ccc(-c2cc(C3CC3)nc(-n3cnc(Br)c3)n2)cc1, CC1(C)OB(c2ccc(N)nc2)OC1(C)C. The product is Nc1ccc(-c2cn(-c3nc(-c4ccc(Cl)cc4)cc(C4CC4)n3)cn2)cn1. RXN SMILES: [Br:1][c:2]1[n:3][cH:4][n:5](-[c:7]2[n:8][c:9]([CH:20]3[CH2:21][CH2:22]3)[cH:10][c:11](-[c:13]3[cH:14][cH:15][c:16]([Cl:19])[cH:17][cH:18]3)[n:12]2)[cH:6]1.[NH2:23][c:24]1[n:25][cH:26][c:27]([B:30]2[O:31][C:32]([CH3:33])([CH3:34])[C:35]([CH3:36])([CH3:37])[O:38]2)[cH:28][cH:29]1>>[c:2]1(-[c:27]2[cH:26][n:25][c:24]([NH2:23])[cH:29][cH:28]2)[n:3][cH:4][n:5](-[c:7]2[n:8][c:9]([CH:20]3[CH2:21][CH2:22]3)[cH:10][c:11](-[c:13]3[cH:14][cH:15][c:16]([Cl:19])[cH:17][cH:18]3)[n:12]2)[cH:6]1. The reactants are C1CCOC1, COC(=O)c1cc(OC)c(C(C)(C)C)cc1-c1cccnc1OCc1ccccc1, CO, Cl, [Na+], [OH-], O. Product: COc1cc(C(=O)O)c(-c2cccnc2OCc2ccccc2)cc1C(C)(C)C. RXN SMILES: [CH2:31]1[O:32][CH2:33][CH2:34][CH2:35]1.[CH3:1][O:2][C:3]([c:4]1[c:5](-[c:16]2[c:17]([O:22][CH2:23][c:24]3[cH:25][cH:26][cH:27][cH:28][cH:29]3)[n:18][cH:19][cH:20][cH:21]2)[cH:6][c:7]([C:12]([CH3:13])([CH3:14])[CH3:15])[c:8]([O:10][CH3:11])[cH:9]1)=[O:30].[CH3:39][OH:40].[ClH:38].[Na+:37].[OH-:36].[OH2:41]>>[O:2]=[C:3]([c:4]1[c:5](-[c:16]2[c:17]([O:22][CH2:23][c:24]3[cH:25][cH:26][cH:27][cH:28][cH:29]3)[n:18][cH:19][cH:20][cH:21]2)[cH:6][c:7]([C:12]([CH3:13])([CH3:14])[CH3:15])[c:8]([O:10][CH3:11])[cH:9]1)[OH:30]. Reactants: Cl (hydrochloride), Cl (hydrogen chloride), N1(CCCCC1)O (piperidinol), N1C(CCCC1)=O (piperidone), [OH-].[Na+] (sodium hydroxide), oily base, above crystalline product, Cl (hydrochloride), N1C(CCCC1)=O (piperidone), COC1=CC=C(CC2N(CCC(C2(C)C)=O)C)C=C1 (2-(p-methoxybenzyl)-1,3,3-trimethyl-4-piperidone), C(C)[Li] (ethyl lithium). Solvent: CCOCC (ether), O (water), CCOCC (ether), CC(=O)C (acetone). Product: Cl.C(C)C1(C(C(N(CC1)C)CC1=CC=C(C=C1)OC)(C)C)O (4-Ethyl-2-(p-methoxybenzyl)-1,3,3-trimethyl-4-piperidinol hydrochloride). The yield is 45.0%. RXN SMILES: [ClH:1].[CH3:2][O:3][C:4]1[CH:20]=[CH:19][C:7]([CH2:8][CH:9]2[C:14]([CH3:16])([CH3:15])[C:13](=[O:17])[CH2:12][CH2:11][N:10]2[CH3:18])=[CH:6][CH:5]=1.[OH-].[Na+].N1(O)CCC[CH2:25][CH2:24]1.N1CCCCC1=O.C([Li])C>CCOCC.CC(C)=O.O>[ClH:1].[CH2:24]([C:13]1([OH:17])[CH2:12][CH2:11][N:10]([CH3:18])[CH:9]([CH2:8][C:7]2[CH:6]=[CH:5][C:4]([O:3][CH3:2])=[CH:20][CH:19]=2)[C:14]1([CH3:16])[CH3:15])[CH3:25] |f:2.3,10.11|. Procedure details: The hydrochloride (18 g) of 2-(p-methoxybenzyl)-1,3,3-trimethyl-4-piperidone is converted to the free base by shaking with ether and aqueous sodium hydroxide, followed by evaporation of the ethereal solution. The oily base is dissolved in 30 ml of absolute ether and subsequently reacted with ethyl lithium (3.6 g in 300 ml of benzene) under conditions as described in example 39. According to gaschromatographic examination, conversion to the piperidinol occurs to the extent of only 25 percent. Aft... The reactants are O=C([O-])[O-], CC#N, CI, O=c1cc(C(F)(F)F)[nH]c(=O)n1-n1ncc2c(Cl)cccc21, [K+], [K+]. The product is Cn1c(C(F)(F)F)cc(=O)n(-n2ncc3c(Cl)cccc32)c1=O. As a reaction SMILES: [C:23](=[O:24])([O-:25])[O-:26].[C:31](#[N:32])[CH3:33].[CH3:29][I:30].[Cl:1][c:2]1[c:3]2[cH:4][n:5][n:6](-[n:11]3[c:12](=[O:22])[nH:13][c:14]([C:18]([F:19])([F:20])[F:21])[cH:15][c:16]3=[O:17])[c:7]2[cH:8][cH:9][cH:10]1.[K+:27].[K+:28]>>[Cl:1][c:2]1[c:3]2[cH:4][n:5][n:6](-[n:11]3[c:12](=[O:22])[n:13]([CH3:23])[c:14]([C:18]([F:19])([F:20])[F:21])[cH:15][c:16]3=[O:17])[c:7]2[cH:8][cH:9][cH:10]1. Starting materials: [BH4-].[Na+] (NaBH4), O[C@@H]([C@H](CC1=CC=CC=C1)NC(O[C@@H]1C[C@H]2[C@H](OCC2=O)C1)=O)CN(S(=O)(=O)C1=CC=C(C=C1)OC)CC(C)C ((3aS,5R,6aR)-3-oxohexahydro-2H-cyclopenta[b]furan-5-yl (2S,3R)-3-hydroxy-4-(N-isobutyl-4-methoxyphenylsulfonamido)-1-phenylbutan-2-ylcarbamate), [NH4+].[Cl-] (NH4Cl). The solvent is CCO (EtOH). Conditions: time 30 minute. Product: O[C@@H]([C@H](CC1=CC=CC=C1)NC(O[C@@H]1C[C@H]2[C@H](OC[C@H]2O)C1)=O)CN(S(=O)(=O)C1=CC=C(C=C1)OC)CC(C)C ((3S,3aR,5R,6aR)-3-hydroxyhexahydro-2H-cyclopenta[b]furan-5-yl (2S,3R)-3-hydroxy-4-(4-(methoxy)-N-isobutylphenylsulfonamido)-1-phenylbutan-2-ylcarbamate). Isolated yield 81.6%. As a reaction SMILES: [OH:1][C@H:2]([CH2:24][N:25]([CH2:37][CH:38]([CH3:40])[CH3:39])[S:26]([C:29]1[CH:34]=[CH:33][C:32]([O:35][CH3:36])=[CH:31][CH:30]=1)(=[O:28])=[O:27])[C@@H:3]([NH:11][C:12](=[O:23])[O:13][C@H:14]1[CH2:22][C@H:17]2[O:18][CH2:19][C:20](=[O:21])[C@H:16]2[CH2:15]1)[CH2:4][C:5]1[CH:10]=[CH:9][CH:8]=[CH:7][CH:6]=1.[BH4-].[Na+].[NH4+].[Cl-]>CCO>[OH:1][C@H:2]([CH2:24][N:25]([CH2:37][CH:38]([CH3:40])[CH3:39])[S:26]([C:29]1[CH:30]=[CH:31][C:32]([O:35][CH3:36])=[CH:33][CH:34]=1)(=[O:28])=[O:27])[C@@H:3]([NH:11][C:12](=[O:23])[O:13][C@H:14]1[CH2:22][C@H:17]2[O:18][CH2:19][C@@H:20]([OH:21])[C@H:16]2[CH2:15]1)[CH2:4][C:5]1[CH:6]=[CH:7][CH:8]=[CH:9][CH:10]=1 |f:1.2,3.4|. Procedure: A solution of keto-inhibitor 19a (10 mg, 17 μmol) in EtOH was cooled to −25° C. and NaBH4 (6 mg) was added at once. The solution was stirred for 30 min then saturated NH4Cl aq. solution was added. The aqueous phase was extracted with EtOAc (4×), the combined organic layer was dried, filtered and evaporated. The residue was purified by column chromatography on silica gel using hexanes:EtOAc (2:1, 1:1, then 1:2) as the eluent to afford the desired inhibitor 22 (8 mg, 80%). TLC: Rf=0.22 (hexanes/Et... The product is CC(O)C(C)(C)C(c1ccccc1)c1ccc2c(cnn2-c2ccc(F)cc2)c1. Starting materials: [Br-], C1CCOC1, C[Mg+], CC(C)(C=O)C(c1ccccc1)c1ccc2c(cnn2-c2ccc(F)cc2)c1. RXN SMILES: [Br-:29].[CH2:32]1[O:33][CH2:34][CH2:35][CH2:36]1.[CH3:30][Mg+:31].[F:1][c:2]1[cH:3][cH:4][c:5](-[n:8]2[n:9][cH:10][c:11]3[cH:12][c:13]([CH:17]([C:18]([CH:19]=[O:20])([CH3:21])[CH3:22])[c:23]4[cH:24][cH:25][cH:26][cH:27][cH:28]4)[cH:14][cH:15][c:16]23)[cH:6][cH:7]1>>[F:1][c:2]1[cH:3][cH:4][c:5](-[n:8]2[n:9][cH:10][c:11]3[cH:12][c:13]([CH:17]([C:18]([CH:19]([OH:20])[CH3:30])([CH3:21])[CH3:22])[c:23]4[cH:24][cH:25][cH:26][cH:27][cH:28]4)[cH:14][cH:15][c:16]23)[cH:6][cH:7]1.